This data is from the Open Reaction Database (ORD), a public repository of structured organic reaction records. The task is: describe an organic reaction: reactants, conditions, products, and yield The reactants are COC(=O)c1ccc2c(c1)CCN(C(=O)c1cccn1C)C2, CC(=O)O, CO, [K], NO. Yields the product Cn1cccc1C(=O)N1CCc2cc(C(=O)NO)ccc2C1. RXN SMILES: [CH3:1][n:2]1[c:3]([C:7](=[O:8])[N:9]2[CH2:10][c:11]3[cH:12][cH:13][c:14]([C:19]([O:21][CH3:20])=[O:22])[cH:15][c:16]3[CH2:17][CH2:18]2)[cH:4][cH:5][cH:6]1.[CH3:26][C:27](=[O:28])[OH:29].[CH3:30][OH:31].[K:23].[NH2:24][OH:25]>>[CH3:1][n:2]1[c:3]([C:7](=[O:8])[N:9]2[CH2:10][c:11]3[cH:12][cH:13][c:14]([C:19](=[O:21])[NH:24][OH:25])[cH:15][c:16]3[CH2:17][CH2:18]2)[cH:4][cH:5][cH:6]1. Starting materials: O=C([O-])O, CCOP(=O)(CC#N)OCC, Cc1c2c3c(ccc2nn1C)CCC3=O, [H-], [Na+], [Na+], C1CCOC1. The product is Cc1c2c3c(ccc2nn1C)CCC3=CC#N. RXN SMILES: [C:34](=[O:35])([O-:36])[OH:37].[C:3](#[N:4])[CH2:5][P:6](=[O:7])([O:8][CH2:9][CH3:10])[O:11][CH2:12][CH3:13].[CH3:14][c:15]1[n:16]([CH3:28])[n:17][c:18]2[cH:19][cH:20][c:21]3[c:22]([c:23]12)[C:24](=[O:27])[CH2:25][CH2:26]3.[H-:1].[Na+:2].[Na+:38].[O:29]1[CH2:30][CH2:31][CH2:32][CH2:33]1>>[C:3](#[N:4])[CH:5]=[C:24]1[c:22]2[c:21]([cH:20][cH:19][c:18]3[n:17][n:16]([CH3:28])[c:15]([CH3:14])[c:23]32)[CH2:26][CH2:25]1. The reactants are [Si](C)(C)(C(C)(C)C)OC1=CC=C(C=C1)C1=NOC(=C1C1=CC=CC=C1)C1(CC1)C(=O)OC (methyl 1-[3-(4-{[tert-butyl(dimethyl)silyl]oxy}phenyl)-4-phenylisoxazol-5-yl]cyclopropanecarboxylate), [Si](C)(C)(C(C)(C)C)OC1=CC=C(C=C1)C1=NOC(=C1C1=CC=CC=C1)C1(CC1)C(=O)OC (methyl 1-[3-(4-{[tert-butyl(dimethyl)silyl]oxy}phenyl)-4-phenylisoxazol-5-yl]cyclopropanecarboxylate), [OH-].[Na+] (sodium hydroxide). Run in O1CCCC1 (tetrahydrofuran), O (water). Run at temperature 60 celsius. Product: OC1=CC=C(C=C1)C1=NOC(=C1C1=CC=CC=C1)C1(CC1)C(=O)O (1-[3-(4-Hydroxy-phenyl)-4-phenyl-isoxazol-5-yl]-cyclopropanecarboxylic acid). Isolated yield 78.9%. As a reaction SMILES: [Si]([O:8][C:9]1[CH:14]=[CH:13][C:12]([C:15]2[C:19]([C:20]3[CH:25]=[CH:24][CH:23]=[CH:22][CH:21]=3)=[C:18]([C:26]3([C:29]([O:31]C)=[O:30])[CH2:28][CH2:27]3)[O:17][N:16]=2)=[CH:11][CH:10]=1)(C(C)(C)C)(C)C.[OH-].[Na+]>O1CCCC1.O>[OH:8][C:9]1[CH:10]=[CH:11][C:12]([C:15]2[C:19]([C:20]3[CH:25]=[CH:24][CH:23]=[CH:22][CH:21]=3)=[C:18]([C:26]3([C:29]([OH:31])=[O:30])[CH2:28][CH2:27]3)[O:17][N:16]=2)=[CH:13][CH:14]=1 |f:1.2|. Reported procedure: To a solution consisting of 1-{3-[4-(tert-butyl-dimethyl-silanyloxy)-phenyl]-4-phenyl-isoxazol-5-yl}-cyclopropanecarboxylic acid methyl ester (Example 1, Compound D, 10 g) in tetrahydrofuran (100 mL) is added a 50 wt % sodium hydroxide in water solution (10 mL). The mixture is heated to 60° C. for 18 hours. The reaction mixture is concentrated under reduced pressure and partitioned between diethyl ether and water. The aqueous layer is washed with diethyl ether and acidified to pH 5 with concentr... Procedure details: DL-Phenylethylamine (606 mg, 5.0 mmol) was dissolved in 10 ml methanol and 1-Methyl-4-piperidone (566 mg, 5.0 mmol) in 10 ml methanol was added. Mixture was stirred and Acetic acid (˜0.75 ml) was added until pH˜5. NaCNBH3 (628 g, 10 mmol) was slowly added. Gas evolution observed. After magnetic stirring for 20 hrs methanol was partly removed on Rotavapor (40° C.). Ethylacetate, 2M NaOH and water were added until pH˜10. Phases were separated and aq. phase was then re-extracted with ethylacetate a... The solvent is CO (methanol), CO (methanol), ClCCl (dichloromethane), CO (methanol), CO (methanol). Product: CC(C1=CC=CC=C1)NC1CCN(CC1)C (4-Alpha-methylbenzylamino-1-methyl-piperidine). As a reaction SMILES: [C:1]1([CH2:7][CH2:8]N)[CH:6]=[CH:5][CH:4]=[CH:3][CH:2]=1.[CH3:10][N:11]1[CH2:16][CH2:15][C:14](=O)[CH2:13][CH2:12]1.C(O)(=O)C.[BH3-]C#[N:24].[Na+]>CO.ClCCl>[CH3:8][CH:7]([NH:24][CH:14]1[CH2:15][CH2:16][N:11]([CH3:10])[CH2:12][CH2:13]1)[C:1]1[CH:2]=[CH:3][CH:4]=[CH:5][CH:6]=1 |f:3.4|. The reactants are CN1CCC(CC1)=O (1-Methyl-4-piperidone), [BH3-]C#N.[Na+] (NaCNBH3), C1(=CC=CC=C1)CCN (Phenylethylamine), C(C)(=O)O (Acetic acid). Product: BrC=1C=C(C(=O)C2=[N+](C=CC=C2O)[O-])C=CC1 (2-(3-bromobenzoyl)-3-hydroxypyridine 1-oxide). Procedure details: A mixture of 2-(3-bromobenzoyl)-3-methoxymethoxy pyridine 1-oxide (4.00 g), 3.6N-sulfuric acid (11 mL) and acetone (50 mL) was refluxed for 5 hours. The reaction mixture was poured into water, neutralized with an aqueous solution of sodium hydroxide, and extracted with ethyl acetate. The extract was washed with water and a saturated aqueous saline solution, successively, and dried (sodium sulfate) and then concentrated. The concentrate was purified by means of a silica gel column (ethyl acetate-... The reactants are BrC=1C=C(C(=O)C2=[N+](C=CC=C2OCOC)[O-])C=CC1 (2-(3-bromobenzoyl)-3-methoxymethoxy pyridine 1-oxide), S(O)(O)(=O)=O (sulfuric acid), CC(=O)C (acetone), [OH-].[Na+] (sodium hydroxide). As a reaction SMILES: [Br:1][C:2]1[CH:3]=[C:4]([CH:18]=[CH:19][CH:20]=1)[C:5]([C:7]1[C:12]([O:13]COC)=[CH:11][CH:10]=[CH:9][N+:8]=1[O-:17])=[O:6].S(=O)(=O)(O)O.CC(C)=O.[OH-].[Na+]>O>[Br:1][C:2]1[CH:3]=[C:4]([CH:18]=[CH:19][CH:20]=1)[C:5]([C:7]1[C:12]([OH:13])=[CH:11][CH:10]=[CH:9][N+:8]=1[O-:17])=[O:6] |f:3.4|. The yield is 80.8%. Run in O (water). The reactants are C(CCC)N1CCC(=C(CC1)O[Si](C)(C)C)O[Si](C)(C)C (1-butyl-2,3,6,7-tetrahydro-4,5-bis(trimethylsilyloxy)-azepine), Br.Br.NCC(=N)N (2-amino-acetamidine dihydrobromide). The product is NC=1C=NC2=C(CCN(CC2)CCCC)N1 (2-Amino-7-butyl-6,7,8,9-tetrahydro-5H-pyrazino[2,3-d]azepine). As a reaction SMILES: [CH2:1]([N:5]1[CH2:11][CH2:10][C:9](O[Si](C)(C)C)=[C:8](O[Si](C)(C)C)[CH2:7][CH2:6]1)[CH2:2][CH2:3][CH3:4].Br.Br.[NH2:24][CH2:25][C:26]([NH2:28])=[NH:27]>>[NH2:28][C:26]1[CH:25]=[N:24][C:9]2[CH2:10][CH2:11][N:5]([CH2:1][CH2:2][CH2:3][CH3:4])[CH2:6][CH2:7][C:8]=2[N:27]=1 |f:1.2.3|. Procedure details: This compound was prepared analogous to Example 3 from 1-butyl-2,3,6,7-tetrahydro-4,5-bis(trimethylsilyloxy)-azepine and 2-amino-acetamidine dihydrobromide. Reactants: C1COCCO1, COc1cccc(CC(CCC(=O)OC(C)(C)C)[N+](=O)[O-])c1, [Cl-], Cl, [Na+], [Na+], O, O=C([O-])O. The product is COc1cccc(CC(CCC(=O)O)[N+](=O)[O-])c1. RXN SMILES: [CH2:31]1[O:32][CH2:33][CH2:34][O:35][CH2:36]1.[CH3:1][O:2][c:3]1[cH:4][c:5]([CH2:9][CH:10]([CH2:11][CH2:12][C:13](=[O:14])[O:15][C:16]([CH3:17])([CH3:18])[CH3:19])[N+:20](=[O:21])[O-:22])[cH:6][cH:7][cH:8]1.[Cl-:25].[ClH:23].[Na+:24].[Na+:26].[OH2:37].[OH:27][C:28](=[O:29])[O-:30]>>[CH3:1][O:2][c:3]1[cH:4][c:5]([CH2:9][CH:10]([CH2:11][CH2:12][C:13](=[O:14])[OH:15])[N+:20](=[O:21])[O-:22])[cH:6][cH:7][cH:8]1. Reactants: NO (hydroxylamine), C(C)(=O)N1CC(N(CC2=C1C=CC=C2)S(=O)(=O)C2=CC=C(C=C2)O)C(=O)O (1-acetyl-4-(4-hydroxybenzenesulfonyl)-2,3,4,5-tetrahydro-1H-[1,4]benzodiazepine-3-carboxylic acid), ON1N=NC2=C1C=CC=C2 (N-hydroxybenzotriazole), Cl.CN(CCCN=C=NCC)C (1-[3-(dimethylamino)propyl]-3-ethylcarbodiimide hydrochloride). The solvent is O (water), C(C)(=O)OCC (ethyl acetate), CO (methanol), C(C)(=O)OCC (ethyl acetate), CN(C=O)C (N,N-dimethylformamide). Conditions: time 1 hour. Product: ONC(=O)C1CN(C2=C(CN1S(=O)(=O)C1=CC=C(C=C1)O)C=CC=C2)C(C)=O (1-Acetyl-4-(4-Hydroxybenzenesulfonyl)-2,3,4,5-tetrahydro-1H-[1,4]benzodiazepine-3-carboxylic acid, Hydroxyamide). RXN SMILES: [C:1]([N:4]1[C:10]2[CH:11]=[CH:12][CH:13]=[CH:14][C:9]=2[CH2:8][N:7]([S:15]([C:18]2[CH:23]=[CH:22][C:21]([OH:24])=[CH:20][CH:19]=2)(=[O:17])=[O:16])[CH:6]([C:25](O)=[O:26])[CH2:5]1)(=[O:3])[CH3:2].[OH:28][N:29]1C2C=CC=CC=2N=N1.Cl.CN(C)CCCN=C=NCC.NO>CN(C)C=O.O.C(OCC)(=O)C.CO>[OH:28][NH:29][C:25]([CH:6]1[N:7]([S:15]([C:18]2[CH:19]=[CH:20][C:21]([OH:24])=[CH:22][CH:23]=2)(=[O:17])=[O:16])[CH2:8][C:9]2[CH:14]=[CH:13][CH:12]=[CH:11][C:10]=2[N:4]([C:1](=[O:3])[CH3:2])[CH2:5]1)=[O:26] |f:2.3|. Procedure: To a crude mixture of 1-acetyl-4-(4-hydroxybenzenesulfonyl)-2,3,4,5-tetrahydro-1H-[1,4]benzodiazepine-3-carboxylic acid (0.55 g) and N-hydroxybenzotriazole (0.414 g) in 5 ml of N,N-dimethylformamide was added 0.684 g of 1-[3-(dimethylamino)propyl]-3-ethylcarbodiimide hydrochloride. The mixture was stirred at room temperature for 1 hr and then 750 μL of hydroxylamine in water (50%) was added and the mixture stirred at room temperature overnight. The mixture was diluted with ethyl acetate and then...